This data is from the Open Reaction Database (ORD), a public repository of structured organic reaction records. The task is: describe an organic reaction: reactants, conditions, products, and yield Reactants: O (water), SCCCSC1=CC=C(C=C1)C(C(C)(CC1=CC=CC=C1)N(C)C)=O (1-[4-(3-mercaptopropylthio)phenyl]-2-dimethylamino-2-benzyl-propan-1-one), C([O-])([O-])=O.[K+].[K+] (potassium carbonate), BrCC(C(=O)OC)=C (methyl 2-(bromomethyl)acrylate). The solvent is CO (methanol). Conditions: time 10 minute. The product is COC(C(=C)CSCCCSC1=CC=C(C=C1)C(C(CC1=CC=CC=C1)(C)N(C)C)=O)=O (2-{3-[4-(2-Dimethylamino-2-methyl-3-phenyl-propionyl)-phenylthio]-propylthiomethyl}-acrylic acid methyl ester). RXN SMILES: [SH:1][CH2:2][CH2:3][CH2:4][S:5][C:6]1[CH:11]=[CH:10][C:9]([C:12](=[O:25])[C:13]([N:22]([CH3:24])[CH3:23])([CH2:15][C:16]2[CH:21]=[CH:20][CH:19]=[CH:18][CH:17]=2)[CH3:14])=[CH:8][CH:7]=1.Br[CH2:27][C:28](=[CH2:33])[C:29]([O:31][CH3:32])=[O:30].C(=O)([O-])[O-].[K+].[K+].O>CO>[CH3:32][O:31][C:29](=[O:30])[C:28]([CH2:33][S:1][CH2:2][CH2:3][CH2:4][S:5][C:6]1[CH:11]=[CH:10][C:9]([C:12](=[O:25])[C:13]([N:22]([CH3:23])[CH3:24])([CH3:14])[CH2:15][C:16]2[CH:21]=[CH:20][CH:19]=[CH:18][CH:17]=2)=[CH:8][CH:7]=1)=[CH2:27] |f:2.3.4|. Procedure: 1.5 g (4.0 mmol) of 1-[4-(3-mercaptopropylthio)phenyl]-2-dimethylamino-2-benzyl-propan-1-one are dissolved in 100 ml of methanol. To the solution are successively added 0.86 g (4.8 mmol) of methyl 2-(bromomethyl)acrylate and 0.55 g (4.0 mmol) of potassium carbonate, and the resulting reaction mixture is stirred at room temperature for 10 min. The reaction mixture is added to water and extracted with ethyl acetate. The organic phase is washed with water, and dried over MgSO4. After distilling off... Reactants: C(C)(C)(C)OC(NCC1CC(NO1)=O)=O ((3-Oxo-isoxazolidin-5-ylmethyl)-carbamic acid tert-butyl ester), BrCC (bromoethane). Product: C(C)(C)(C)OC(NCC1CC(N(O1)CC)=O)=O ((2-Ethyl-3-oxo-isoxazolidin-5-ylmethyl)-carbamic acid tert-butyl ester). As a reaction SMILES: [C:1]([O:5][C:6](=[O:15])[NH:7][CH2:8][CH:9]1[O:13][NH:12][C:11](=[O:14])[CH2:10]1)([CH3:4])([CH3:3])[CH3:2].Br[CH2:17][CH3:18]>>[C:1]([O:5][C:6](=[O:15])[NH:7][CH2:8][CH:9]1[O:13][N:12]([CH2:17][CH3:18])[C:11](=[O:14])[CH2:10]1)([CH3:4])([CH3:2])[CH3:3]. Procedure details: The product obtained in Step B (0.1 g) was alkylated with bromoethane as described in Example 4, step A to afford the O-alkylated product (18 mg), 1HNMR (CDCl3, 400 MHz): 4.90 (m, 1H), 4.70 (m, 1H), 4.2 (q, 2H), 3.35 (m, 2H), 3.00 (dd, 1H), 2.75 (dd, 1H), 1.50 (s, 9H), 1.35 (t, 3H); and the title N-alkylated product (63 mg). 1HNMR (CDCl3, 400 MHz): 4.85 (m, 1H), 4.55 (m, 1H), 3.60 (m, 2H), 3.40 (m, 2H), 2.80 (dd, 1H), 2.60 (dd, 1H), 1.50 (s, 9H), 1.20 (t, 3H).